The task is: describe an organic reaction: reactants, conditions, products, and yield. This data is from the Open Reaction Database (ORD), a public repository of structured organic reaction records. Starting materials: C(CC)C1=NC2=C(N1CC1=CC=C(C=C1)C=1C(=CC=CC1)C(=O)OC(C)(C)C)C=C(C=C2C)C(=O)NC(CC)C(CC)=O (tert.butyl 4'-[[2-n-propyl-4-methyl-6 -[N-(1-propionyl-n-propyl)-aminocarbonyl]-1H-benzimidazol-1-yl ]-methyl]-biphenyl-2-carboxylate), P(=O)(Cl)(Cl)Cl (phosphorusoxychloride). The product is C(CC)C1=NC2=C(N1CC1=CC=C(C=C1)C=1C(=CC=CC1)C(=O)O)C=C(C=C2C)C=2OC(=C(N2)CC)CC (4'-[[2-n-Propyl-4-methyl-6-(4,5-diethyl-oxazol-2-yl)-1H-benzimidazol-1-yl]-methyl]-biphenyl-2-carboxylic Acid). Reaction SMILES: [CH2:1]([C:4]1[N:8]([CH2:9][C:10]2[CH:15]=[CH:14][C:13]([C:16]3[C:17]([C:22]([O:24]C(C)(C)C)=[O:23])=[CH:18][CH:19]=[CH:20][CH:21]=3)=[CH:12][CH:11]=2)[C:7]2[CH:29]=[C:30]([C:34]([NH:36][CH:37]([C:40](=[O:43])[CH2:41][CH3:42])[CH2:38][CH3:39])=O)[CH:31]=[C:32]([CH3:33])[C:6]=2[N:5]=1)[CH2:2][CH3:3].P(Cl)(Cl)(Cl)=O>>[CH2:1]([C:4]1[N:8]([CH2:9][C:10]2[CH:15]=[CH:14][C:13]([C:16]3[C:17]([C:22]([OH:24])=[O:23])=[CH:18][CH:19]=[CH:20][CH:21]=3)=[CH:12][CH:11]=2)[C:7]2[CH:29]=[C:30]([C:34]3[O:43][C:40]([CH2:41][CH3:42])=[C:37]([CH2:38][CH3:39])[N:36]=3)[CH:31]=[C:32]([CH3:33])[C:6]=2[N:5]=1)[CH2:2][CH3:3]. Procedure: Prepared analogously to Example 170 from tert.butyl 4'-[[2-n-propyl-4-methyl-6 -[N-(1-propionyl-n-propyl)-aminocarbonyl]-1H-benzimidazol-1-yl ]-methyl]-biphenyl-2-carboxylate and phosphorusoxychloride